The task is: describe an organic reaction: reactants, conditions, products, and yield. This data is from the Open Reaction Database (ORD), a public repository of structured organic reaction records. Reactants: BrC1=CC=C(C=C1)C1=CC=C(C=C1)O (4-(4-bromophenyl)phenol), BrCCCC(=O)OCC (ethyl 4-bromobutyrate), C(=O)([O-])[O-].[K+].[K+] (K2CO3), Cl (HCl). Solvent: CC#N (MeCN), O (water). Conditions: temperature 80 celsius. The product is C(C)OC(CCCOC1=CC=C(C=C1)C1=CC=C(C=C1)Br)=O (4-(4′-bromobiphenyl-4-yloxy)butyric acid ethyl ester). Isolated yield 79.8%. RXN SMILES: [Br:1][C:2]1[CH:7]=[CH:6][C:5]([C:8]2[CH:13]=[CH:12][C:11]([OH:14])=[CH:10][CH:9]=2)=[CH:4][CH:3]=1.Br[CH2:16][CH2:17][CH2:18][C:19]([O:21][CH2:22][CH3:23])=[O:20].C([O-])([O-])=O.[K+].[K+].Cl>O.CC#N>[CH2:22]([O:21][C:19](=[O:20])[CH2:18][CH2:17][CH2:16][O:14][C:11]1[CH:12]=[CH:13][C:8]([C:5]2[CH:4]=[CH:3][C:2]([Br:1])=[CH:7][CH:6]=2)=[CH:9][CH:10]=1)[CH3:23] |f:2.3.4|. Procedure: A mixture of 4-(4-bromophenyl)phenol (3.74 g, 15.0 mmol), MeCN (20 ml), ethyl 4-bromobutyrate (4.42 g, 22.7 mmol), and K2CO3 (3.12 g, 22.6 mmol) was stirred at 80° C. After 16 h water (100 ml) and 1N HCl (40 ml) were added, and the product was extracted (3×AcOEt), the combined extracts were washed with brine (2×), dried (MgSO4), and concentrated. The residue was recrystallized from EtOH (40 ml) to yield 4.35 g (80%) of 4-(4′-bromobiphenyl-4-yloxy)butyric acid ethyl ester as colorless plates. Reactants: FC(C(=O)N)(F)F (trifluoroacetamide), P12(=S)SP3(=S)SP(=S)(S1)SP(=S)(S2)S3 (P4S10), Cl (HCl), [OH-].[Na+] (NaOH), BrC(C(=O)C1=CC=C(C=C1)SC)C1=CC=C(C=C1)F (2-bromo-2-(4-fluorophenyl)-1-(4-methylthiophenyl)ethanone), S1C=NC=C1 (thiazole). Run in C(Cl)Cl (methylene chloride), C1(=CC=CC=C1)C (toluene), C1(=CC=CC=C1)C (toluene). Conditions: time 1 hour. Yields the product FC1=CC=C(C=C1)C1=C(N=C(S1)C(F)(F)F)C1=CC=C(C=C1)SC (5-(4-fluorophenyl)-4-(4-methylthiophenyl)-2-trifluoromethylthiazole). The yield is 23.0%. As a reaction SMILES: [F:1][C:2]([F:7])([F:6])[C:3]([NH2:5])=O.P12(SP3(SP(SP(S3)(S1)=S)(=S)S2)=S)=S.Br[CH:23]([C:34]1[CH:39]=[CH:38][C:37]([F:40])=[CH:36][CH:35]=1)[C:24]([C:26]1[CH:31]=[CH:30][C:29]([S:32][CH3:33])=[CH:28][CH:27]=1)=O.Cl.[OH-].[Na+].[S:44]1C=CN=C1>C1(C)C=CC=CC=1.C(Cl)Cl>[F:40][C:37]1[CH:38]=[CH:39][C:34]([C:23]2[S:44][C:3]([C:2]([F:7])([F:6])[F:1])=[N:5][C:24]=2[C:26]2[CH:31]=[CH:30][C:29]([S:32][CH3:33])=[CH:28][CH:27]=2)=[CH:35][CH:36]=1 |f:4.5|. Reported procedure: To a solution of trifluoroacetamide (13.7 g, 121.2 mmol) in toluene (30 mL) was added solid P4S10 (5.4 g, 12.1 mmol) and the mixture refluxed for 60 hours. The resulting orange "coarse" suspension was cooled to room temperature and the solid pulverized to form a fine suspension. One fourth of this toluene suspension (7.5 mL, ca. 30 mmol of theory) was transferred to a 25 mL round bottom flask and 2-bromo-2-(4-fluorophenyl)-1-(4-methylthiophenyl)ethanone (1.24 g, 3.66 mmol) (Example 20, Step 2) a... Starting materials: CC(Cc1cccc(CC(=O)O)c1)NCC(O[Si](C)(C)C(C)(C)C)c1ccc(O)c2[nH]c(=O)ccc12, CCN(C(C)C)C(C)C, CN(CCCN)C(=O)CCN1CCC(OC(=O)Nc2ccccc2-c2ccccc2)CC1, CN(C)C=O. The product is CC(Cc1cccc(CC(=O)NCCCN(C)C(=O)CCN2CCC(OC(=O)Nc3ccccc3-c3ccccc3)CC2)c1)NCC(O[Si](C)(C)C(C)(C)C)c1ccc(O)c2[nH]c(=O)ccc12. RXN SMILES: [C:1]([CH3:2])([CH3:3])([CH3:4])[Si:5]([O:6][CH:7]([CH2:8][NH:9][CH:10]([CH2:11][c:12]1[cH:13][c:14]([CH2:18][C:19](=[O:20])[OH:21])[cH:15][cH:16][cH:17]1)[CH3:22])[c:23]1[c:24]2[cH:25][cH:26][c:27](=[O:34])[nH:28][c:29]2[c:30]([OH:33])[cH:31][cH:32]1)([CH3:35])[CH3:36].[CH:37]([N:38]([CH2:39][CH3:40])[CH:41]([CH3:42])[CH3:43])([CH3:44])[CH3:45].[NH2:46][CH2:47][CH2:48][CH2:49][N:50]([C:51](=[O:52])[CH2:53][CH2:54][N:55]1[CH2:56][CH2:57][CH:58]([O:61][C:62]([NH:63][c:64]2[c:65](-[c:70]3[cH:71][cH:72][cH:73][cH:74][cH:75]3)[cH:66][cH:67][cH:68][cH:69]2)=[O:76])[CH2:59][CH2:60]1)[CH3:77].[O:78]=[CH:79][N:80]([CH3:81])[CH3:82]>>[C:1]([CH3:2])([CH3:3])([CH3:4])[Si:5]([O:6][CH:7]([CH2:8][NH:9][CH:10]([CH2:11][c:12]1[cH:13][c:14]([CH2:18][C:19](=[O:20])[NH:46][CH2:47][CH2:48][CH2:49][N:50]([C:51](=[O:52])[CH2:53][CH2:54][N:55]2[CH2:56][CH2:57][CH:58]([O:61][C:62]([NH:63][c:64]3[c:65](-[c:70]4[cH:71][cH:72][cH:73][cH:74][cH:75]4)[cH:66][cH:67][cH:68][cH:69]3)=[O:76])[CH2:59][CH2:60]2)[CH3:77])[cH:15][cH:16][cH:17]1)[CH3:22])[c:23]1[c:24]2[cH:25][cH:26][c:27](=[O:34])[nH:28][c:29]2[c:30]([OH:33])[cH:31][cH:32]1)([CH3:35])[CH3:36]. Reactants: C(C)OP(OCC)OCC (Triethylphosphite), N[C@@H](C(C)C)C(=O)O (L-valine), C(CCC1=CC=CC=C1)=O (hydrocinnamaldehyde). Run in C(C)(=O)O (acetic acid). The product is C(C)OP(=O)(C(CCC1=CC=CC=C1)N[C@@H](C(C)C)C(=O)O)OCC (N-(1-Diethoxyphosphinyl-3-phenylpropyl)-L-valine). RXN SMILES: C([O:3][P:4]([O:8][CH2:9][CH3:10])[O:5][CH2:6][CH3:7])C.[NH2:11][C@H:12]([C:16]([OH:18])=[O:17])[CH:13]([CH3:15])[CH3:14].[CH:19](=O)[CH2:20][CH2:21][C:22]1[CH:27]=[CH:26][CH:25]=[CH:24][CH:23]=1>C(O)(=O)C>[CH2:9]([O:8][P:4]([O:5][CH2:6][CH3:7])([CH:19]([NH:11][C@H:12]([C:16]([OH:18])=[O:17])[CH:13]([CH3:15])[CH3:14])[CH2:20][CH2:21][C:22]1[CH:27]=[CH:26][CH:25]=[CH:24][CH:23]=1)=[O:3])[CH3:10]. Procedure details: Triethylphosphite (7.09 g, 42.7 mmol), L-valine (5 g, 42.7 mmol) and hydrocinnamaldehyde (5.73 g, 42.7 mmol) are heated in acetic acid (15 mL) at 80° C. for 4 h. After evaporating the solvent, the solid is dissolved in 5% sodium bicarbonate solution, washed with ether and acidified to pH =4. The aqueous mixture is extracted with ethyl acetate, dried and evaporated to afford the title compound.